describe an organic reaction: reactants, conditions, products, and yield From a dataset of the Open Reaction Database (ORD), a public repository of structured organic reaction records. As a reaction SMILES: Br[CH2:2][CH2:3][C:4]1[C:9](=[O:10])[N:8]2[CH2:11][CH2:12][S:13][C:7]2=[N:6][C:5]=1[CH3:14].[F:15][C:16]1[CH:21]=[CH:20][C:19]([CH:22]([CH:24]2[CH2:29][CH2:28][NH:27][CH2:26][CH2:25]2)[OH:23])=[CH:18][CH:17]=1.C(=O)([O-])[O-].[Na+].[Na+].[I-].[K+]>CC(C)CC(=O)C>[F:15][C:16]1[CH:21]=[CH:20][C:19]([CH:22]([OH:23])[CH:24]2[CH2:29][CH2:28][N:27]([CH2:2][CH2:3][C:4]3[C:9](=[O:10])[N:8]4[CH2:11][CH2:12][S:13][C:7]4=[N:6][C:5]=3[CH3:14])[CH2:26][CH2:25]2)=[CH:18][CH:17]=1 |f:2.3.4,5.6|. Run in CC(CC(C)=O)C (4-methyl-2-pentanone). Reactants: BrCCC1=C(N=C2N(C1=O)CCS2)C (6-(2-bromoethyl)-2,3-dihydro-7-methyl-5H-thiazolo[3,2-a]pyrimidin-5-one), FC1=CC=C(C=C1)C(O)C1CCNCC1 (α-(4-fluorophenyl)-4-piperidinemethanol), C([O-])([O-])=O.[Na+].[Na+] (sodium carbonate), [I-].[K+] (potassium iodide). Procedure: A mixture of 6.8 parts of 6-(2-bromoethyl)-2,3-dihydro-7-methyl-5H-thiazolo[3,2-a]pyrimidin-5-one, 3.15 parts of α-(4-fluorophenyl)-4-piperidinemethanol, 4.8 parts of sodium carbonate, 0.1 parts of potassium iodide and 200 parts of 4-methyl-2-pentanone was stirred and refluxed for 24 hours. The reaction mixture was cooled, washed with 50 parts of water, dried, filtered and evaporated. The residue was purified by column-chromatography over silica gel using a mixture of trichloromethane and methan... Product: FC1=CC=C(C=C1)C(C1CCN(CC1)CCC1=C(N=C2N(C1=O)CCS2)C)O (6-[2-[4-[(4-fluorophenyl)hydroxymethyl]-1-piperidinyl]ethyl]-2,3-dihydro-7-methyl-5H-thiazolo[3,2-a]pyrimidin-5-one). The yield is 42.0%.